Dataset: the Open Reaction Database (ORD), a public repository of structured organic reaction records. Task: describe an organic reaction: reactants, conditions, products, and yield Starting materials: BrC1=NC=CC(=C1)CNC(C)C (N-[(2-bromopyridin-4-yl)methyl]propan-2-amine), CN1C=NC(=C1)C(=O)O (methyl-1H-imidazole-4-carboxylic acid), O.ON1N=NC2=C1C=CC=C2 (1-hydroxybenzotriazole hydrate), Cl.CN(CCCN=C=NCC)C (1-(3-dimethylaminopropyl)-3-ethylcarbodiimide hydrochloride). Solvent: C(C)#N (acetonitrile), C(C)#N (acetonitrile). Run at time 23 hour. The product is BrC1=NC=CC(=C1)CN(C(=O)C=1N=CN(C1)C)C(C)C (N-[(2-Bromopyridin-4-yl)methyl]-1-methyl-N-(propan-2-yl)-1H-imidazole-4-carboxamide). Yield: 97.6%. RXN SMILES: [CH3:1][N:2]1[CH:6]=[C:5]([C:7]([OH:9])=O)[N:4]=[CH:3]1.O.ON1C2C=CC=CC=2N=N1.Cl.CN(C)CCCN=C=NCC.[Br:33][C:34]1[CH:39]=[C:38]([CH2:40][NH:41][CH:42]([CH3:44])[CH3:43])[CH:37]=[CH:36][N:35]=1>C(#N)C>[Br:33][C:34]1[CH:39]=[C:38]([CH2:40][N:41]([CH:42]([CH3:44])[CH3:43])[C:7]([C:5]2[N:4]=[CH:3][N:2]([CH3:1])[CH:6]=2)=[O:9])[CH:37]=[CH:36][N:35]=1 |f:1.2,3.4|. Procedure: After a solution of methyl-1H-imidazole-4-carboxylic acid (1.45 g), 1-hydroxybenzotriazole hydrate (HOBT.H2O) (2.08 g) and 1-(3-dimethylaminopropyl)-3-ethylcarbodiimide hydrochloride (EDC.HCl) (2.60 g) in acetonitrile (35 mL) was stirred at room temperature for 10 min, a solution of N-[(2-bromopyridin-4-yl)methyl]propan-2-amine (2.59 g) in acetonitrile (15 mL) was added thereto, and the resulting solution was then stirred at room temperature for 23 hr. The solvent was distilled off under reduced... The reactants are FC1=C(C=C(C=C1)S(=O)(=O)CCC)C#C[Si](C)(C)C ({[2-Fluoro-5-(propylsulfonyl)phenyl]ethynyl}trimethyl silane), BrC1=CC(=C(C=C1)C1=C(C=CC=C1)Cl)S(=O)(=O)C (4-bromo-2′-chloro-2-(methylsulfonyl)biphenyl), BrC1=CC(=C(C=C1)C1=C(C=CC=C1)Cl)S(=O)(=O)C (4-bromo-2′-chloro-2-(methylsulfonyl)biphenyl), C(C)(C)(C)OC(COC1=C(C=C(C=C1)Cl)C#C)=O (tert-butyl(4-chloro-2-ethynylphenoxy)acetate), C(C)(C)(C)OC(COC1=C(C=C(C=C1)Cl)C#C)=O (tert-butyl(4-chloro-2-ethynylphenoxy)acetate). Product: C(C)(C)(C)OC(COC1=C(C=C(C=C1)Cl)C#CC1=CC(=C(C=C1)C1=C(C=CC=C1)Cl)S(=O)(=O)C)=O (tert-butyl(4-chloro-2-{[2′-chloro-2-(methylsulfonyl)biphenyl-4-yl]ethynyl}phenoxy)acetate). Reaction SMILES: FC1C=CC(S(CCC)(=O)=O)=CC=1C#C[Si](C)(C)C.[C:20]([O:24][C:25](=[O:37])[CH2:26][O:27][C:28]1[CH:33]=[CH:32][C:31]([Cl:34])=[CH:30][C:29]=1[C:35]#[CH:36])([CH3:23])([CH3:22])[CH3:21].Br[C:39]1[CH:44]=[CH:43][C:42]([C:45]2[CH:50]=[CH:49][CH:48]=[CH:47][C:46]=2[Cl:51])=[C:41]([S:52]([CH3:55])(=[O:54])=[O:53])[CH:40]=1>>[C:20]([O:24][C:25](=[O:37])[CH2:26][O:27][C:28]1[CH:33]=[CH:32][C:31]([Cl:34])=[CH:30][C:29]=1[C:35]#[C:36][C:39]1[CH:44]=[CH:43][C:42]([C:45]2[CH:50]=[CH:49][CH:48]=[CH:47][C:46]=2[Cl:51])=[C:41]([S:52]([CH3:55])(=[O:53])=[O:54])[CH:40]=1)([CH3:23])([CH3:22])[CH3:21]. Procedure: Following the general method as outlined in Intermediate 107, starting from (4-chloro-2-ethynyl-phenoxy)-acetic acid tert-butyl ester (Intermediate 3) and 4-bromo-2′-chloro-2-(methylsulfonyl)biphenyl (Intermediate 215), the title compound was obtained as a brown sticky solid after purification by flash column chromatography (silica), eluting with cyclohexane containing increasing amounts of EtOAc. Reactants: C(C1=CC=CC=C1)(=O)O (benzoic acid), C(C=C)O (allyl alcohol), S(O)(O)(=O)=O (sulfuric acid). The solvent is C1(=CC=CC=C1)C (toluene). Yields the product C(C1=CC=CC=C1)(=O)OCC=C (allyl benzoate). RXN SMILES: [C:1]([OH:9])(=[O:8])[C:2]1[CH:7]=[CH:6][CH:5]=[CH:4][CH:3]=1.[CH2:10](O)[CH:11]=[CH2:12].S(=O)(=O)(O)O>C1(C)C=CC=CC=1>[C:1]([O:9][CH2:12][CH:11]=[CH2:10])(=[O:8])[C:2]1[CH:7]=[CH:6][CH:5]=[CH:4][CH:3]=1. Procedure: To a 250 mL round bottom flask equipped with a reflux condensor was added 25 g of benzoic acid, 51 g of allyl alcohol, and 2.5 g of sulfuric acid. The mixture was heated at reflux for 17 hr, allowed to cool to room temperature, and 50 g of toluene was added. Using a 1 L separatory funnel, the mixture was washed once with 100 mL of water, once with 50 mL of 5 wt % Na2CO3 in water, and once more with 100 mL of water. The organic phase was dried over Na2SO4, filtered and distilled to yield allyl be... The reactants are COC(=O)c1ccn(C(C)C)c(=O)c1, Cl, [Na+], [OH-], O. Product: CC(C)n1ccc(C(=O)O)cc1=O. RXN SMILES: [CH:1]([CH3:2])([CH3:3])[n:4]1[c:5](=[O:14])[cH:6][c:7]([C:10](=[O:11])[O:12][CH3:13])[cH:8][cH:9]1.[ClH:17].[Na+:16].[OH-:15].[OH2:18]>>[CH:1]([CH3:2])([CH3:3])[n:4]1[c:5](=[O:14])[cH:6][c:7]([C:10](=[O:11])[OH:12])[cH:8][cH:9]1. Starting materials: COC(C(C(=O)OC(C)(C)C)(CC1=CNC=2C1=NC=CC2)C2=CC=CC=C2)=O (phenyl-(1H-pyrrolo[3,2-b]pyridin-3-yl-methyl)-malonic acid tert-butyl ester methyl ester), C(=O)(C(F)(F)F)O.C(Cl)Cl (TFA DCM). Product: COC(C(C(=O)O)(CC1=CNC=2C1=NC=CC2)C2=CC=CC=C2)=O (Phenyl-(1H-pyrrolo[3,2-b]pyridin-3-yl-methyl)-malonic acid mono-methyl ester), FC(C(=O)[O-])(F)F (trifluoroacetate). Reaction SMILES: [CH3:1][O:2][C:3](=[O:28])[C:4]([C:22]1[CH:27]=[CH:26][CH:25]=[CH:24][CH:23]=1)([CH2:12][C:13]1[C:17]2=[N:18][CH:19]=[CH:20][CH:21]=[C:16]2[NH:15][CH:14]=1)[C:5]([O:7]C(C)(C)C)=[O:6].[C:29]([OH:35])([C:31]([F:34])([F:33])[F:32])=[O:30].C(Cl)Cl>>[CH3:1][O:2][C:3](=[O:28])[C:4]([C:22]1[CH:27]=[CH:26][CH:25]=[CH:24][CH:23]=1)([CH2:12][C:13]1[C:17]2=[N:18][CH:19]=[CH:20][CH:21]=[C:16]2[NH:15][CH:14]=1)[C:5]([OH:7])=[O:6].[F:32][C:31]([F:34])([F:33])[C:29]([O-:35])=[O:30] |f:1.2|. Procedure details: A RT solution of 2-[phenyl-(1H-pyrrolo[3,2-b]pyridin-3-yl-methyl)-malonic acid tert-butyl ester methyl ester (320 mg) in a mixture TFA/DCM (2/1, 9 mL) was stirred for 1.5 h, and concentrated to give 2-[Phenyl-(1H-pyrrolo[3,2-b]pyridin-3-yl-methyl)-malonic acid mono-methyl ester as a trifluoroacetate salt. Reactants: C1CCOC1, CN, CCOC(C)=O, CC(C)(C)OC(=O)N1CC(Oc2cc(F)cc([N+](=O)[O-])c2)CC1COS(C)(=O)=O. Yields the product CNCC1CC(Oc2cc(F)cc([N+](=O)[O-])c2)CN1C(=O)OC(C)(C)C. RXN SMILES: [CH2:32]1[O:33][CH2:34][CH2:35][CH2:36]1.[CH3:30][NH2:31].[CH3:37][CH2:38][O:39][C:40]([CH3:41])=[O:42].[F:1][c:2]1[cH:3][c:4]([O:5][CH:6]2[CH2:7][CH:8]([CH2:18][O:19][S:20]([CH3:21])(=[O:22])=[O:23])[N:9]([C:11](=[O:12])[O:13][C:14]([CH3:15])([CH3:16])[CH3:17])[CH2:10]2)[cH:24][c:25]([N+:27](=[O:28])[O-:29])[cH:26]1>>[F:1][c:2]1[cH:3][c:4]([O:5][CH:6]2[CH2:7][CH:8]([CH2:18][NH:31][CH3:30])[N:9]([C:11](=[O:12])[O:13][C:14]([CH3:15])([CH3:16])[CH3:17])[CH2:10]2)[cH:24][c:25]([N+:27](=[O:28])[O-:29])[cH:26]1. Yields the product C(CCC)NC([C@@H](C[C@@H]([C@H](C[C@H](C(C1=CC(=C(C=C1)OC)CCOCOC)O)C(C)C)N)O)C(C)C)=O (5(S)-Amino-4(S),8(R,S)-dihydroxy-2(S),7(S)-diisopropyl-8-[4-methoxy-3-(2-methoxymethoxyethyl)-phenyl]-octanoic acid (N-butyl)-amide). The reagents and catalysts are [Pd] (Pd/C). Reported procedure: 40 mg of 5(S)-azido-4(S),8(R,S)-dihydroxy-2(S),7(S)-diisopropyl-8-[4-methoxy-3-(2-methoxymethoxyethyl)-phenyl]-octanoic acid (N-butyl)-amide are hydrogenated in 10 ml of methanol/acetic acid (9:1) in the presence of 20 mg of 10% Pd/C at room temperature and under normal pressure. The reaction mixture is filtered and concentrated by evaporation. The residue is purified by FC (2.4 g of silica gel, dichloromethane/methanol=9:1). The title compound is obtained: Rf (dichloromethane/methanol=9:1)=0.17... As a reaction SMILES: [CH2:1]([NH:5][C:6](=[O:39])[C@H:7]([CH:36]([CH3:38])[CH3:37])[CH2:8][C@H:9]([OH:35])[C@@H:10]([N:32]=[N+]=[N-])[CH2:11][C@@H:12]([CH:29]([CH3:31])[CH3:30])[CH:13]([OH:28])[C:14]1[CH:19]=[CH:18][C:17]([O:20][CH3:21])=[C:16]([CH2:22][CH2:23][O:24][CH2:25][O:26][CH3:27])[CH:15]=1)[CH2:2][CH2:3][CH3:4]>CO.C(O)(=O)C.[Pd]>[CH2:1]([NH:5][C:6](=[O:39])[C@H:7]([CH:36]([CH3:38])[CH3:37])[CH2:8][C@H:9]([OH:35])[C@@H:10]([NH2:32])[CH2:11][C@@H:12]([CH:29]([CH3:30])[CH3:31])[CH:13]([OH:28])[C:14]1[CH:19]=[CH:18][C:17]([O:20][CH3:21])=[C:16]([CH2:22][CH2:23][O:24][CH2:25][O:26][CH3:27])[CH:15]=1)[CH2:2][CH2:3][CH3:4] |f:1.2|. Reactants: C(CCC)NC([C@@H](C[C@@H]([C@H](C[C@H](C(C1=CC(=C(C=C1)OC)CCOCOC)O)C(C)C)N=[N+]=[N-])O)C(C)C)=O (5(S)-azido-4(S),8(R,S)-dihydroxy-2(S),7(S)-diisopropyl-8-[4-methoxy-3-(2-methoxymethoxyethyl)-phenyl]-octanoic acid (N-butyl)-amide). The solvent is CO.C(C)(=O)O (methanol acetic acid).